This data is from the Open Reaction Database (ORD), a public repository of structured organic reaction records. The task is: describe an organic reaction: reactants, conditions, products, and yield Starting materials: CC(=O)O, O=[N+]([O-])C1CCCCC1N1CCN(Cc2ccc(Cl)c(Cl)c2)CC1, O=[Pt]=O. Yields the product NC1CCCCC1N1CCN(Cc2ccc(Cl)c(Cl)c2)CC1. RXN SMILES: [CH3:25][C:26](=[O:27])[OH:28].[Cl:1][c:2]1[cH:3][c:4]([CH2:5][N:6]2[CH2:7][CH2:8][N:9]([CH:12]3[CH:13]([N+:18]([O-:19])=[O:20])[CH2:14][CH2:15][CH2:16][CH2:17]3)[CH2:10][CH2:11]2)[cH:21][cH:22][c:23]1[Cl:24].[Pt:29](=[O:30])=[O:31]>>[Cl:1][c:2]1[cH:3][c:4]([CH2:5][N:6]2[CH2:7][CH2:8][N:9]([CH:12]3[CH:13]([NH2:18])[CH2:14][CH2:15][CH2:16][CH2:17]3)[CH2:10][CH2:11]2)[cH:21][cH:22][c:23]1[Cl:24]. Reactants: C(OC(C)(C)C)(OC1=CC(=C(C=C1)C(C)(C)C)O)=O (tert-butyl 4-tert-butyl-3-hydroxyphenyl carbonate), COCCO (2-methoxy-ethanol), C1(=CC=CC=C1)P(C1=CC=CC=C1)C1=CC=CC=C1 (triphenylphosphine), N(=NC(=O)OCC)C(=O)OCC (diethyl azodicarboxylate). Solvent: O1CCCC1 (tetrahydrofuran). Reaction conditions: temperature 50 celsius, time 3 hour. Product: C(OC(C)(C)C)(OC1=CC(=C(C=C1)C(C)(C)C)OCCOC)=O (tert-Butyl 4-tert-butyl-3-(2-methoxyethoxy)phenyl carbonate). Yield: 70.9%. RXN SMILES: [C:1](=[O:19])([O:7][C:8]1[CH:13]=[CH:12][C:11]([C:14]([CH3:17])([CH3:16])[CH3:15])=[C:10]([OH:18])[CH:9]=1)[O:2][C:3]([CH3:6])([CH3:5])[CH3:4].[CH3:20][O:21][CH2:22][CH2:23]O.C1(P(C2C=CC=CC=2)C2C=CC=CC=2)C=CC=CC=1.N(C(OCC)=O)=NC(OCC)=O>O1CCCC1>[C:1](=[O:19])([O:7][C:8]1[CH:13]=[CH:12][C:11]([C:14]([CH3:17])([CH3:16])[CH3:15])=[C:10]([O:18][CH2:23][CH2:22][O:21][CH3:20])[CH:9]=1)[O:2][C:3]([CH3:6])([CH3:5])[CH3:4]. Procedure: To a tetrahydrofuran (THF) (3 ml) solution of tert-butyl 4-tert-butyl-3-hydroxyphenyl carbonate (J. Org. Chem. 2001, 66, 3435) (266 mg, 1.0 mmol), 2-methoxy-ethanol (83 μL, 1.1 mmol) and triphenylphosphine (275 mg, 1.1 mmol) were added diethyl azodicarboxylate (DEAD) (165 μl, 1.1 mmol) and the mixture was stirred for 3 hours at 50° C. The solvent was removed under reduced pressure to give a residue, which was applied to a silica gel chromatography column and eluted with ethyl acetate/hexane=1/19... The reactants are ClC1=NC=NC(=C1)Cl (4,6-Dichloropyrimidine), NC1=CC=CC=C1 (aniline), CN1C(CCC1)=O (N-methylpyrolidin-2-one), resultant mixture, C(C)(=O)OCC (ethyl acetate). Run in [Cl-].[Na+].O (brine). The product is N(C1=CC=CC=C1)C1=NC=NC(=C1)Cl (4-Anilinyl-6-chloropyrimidine). RXN SMILES: Cl[C:2]1[CH:7]=[C:6]([Cl:8])[N:5]=[CH:4][N:3]=1.[NH2:9][C:10]1[CH:15]=[CH:14][CH:13]=[CH:12][CH:11]=1.CN1CCCC1=O.C(OCC)(=O)C>[Cl-].[Na+].O>[NH:9]([C:2]1[CH:7]=[C:6]([Cl:8])[N:5]=[CH:4][N:3]=1)[C:10]1[CH:15]=[CH:14][CH:13]=[CH:12][CH:11]=1 |f:4.5.6|. The yield is 68.8%. Procedure details: 4,6-Dichloropyrimidine (1 g) and aniline (746 mg) were added to N-methylpyrolidin-2-one (20 mL) and stirred at 120° C. for 24 hours. The resultant mixture was cooled to room temperature, to which ethyl acetate (30 mL) and brine (30 mL) were added, and stirred for 30 minutes. An organic layer was separated, dried (MgSO4), filtered and then concentrated under reduced pressure. The title compound (950 mg) was obtained by silica gel column chromatography (ethyl acetate/n-hexane=1/5). Reaction conditions: temperature 120 celsius, time 24 hour. Starting materials: C(C)(=O)OC1=CC=C(C(=O)O)C=C1 (4-Acetoxybenzoic acid), S(=O)(Cl)Cl (thionyl chloride). The product is C(C)(=O)OC1=CC=C(C=C1)C(=O)OC(CCC)C (4-acetoxy-l-(1-methylbutyloxycarbonyl)benzene). Isolated yield 51.1%. RXN SMILES: [C:1]([O:4][C:5]1[CH:13]=[CH:12][C:8]([C:9]([OH:11])=[O:10])=[CH:7][CH:6]=1)(=[O:3])[CH3:2].S(Cl)(Cl)=O>>[C:1]([O:4][C:5]1[CH:13]=[CH:12][C:8]([C:9]([O:11][CH:6]([CH3:7])[CH2:5][CH2:13][CH3:12])=[O:10])=[CH:7][CH:6]=1)(=[O:3])[CH3:2]. Reported procedure: 4-Acetoxybenzoic acid (6.2 g) was added to 25 ml of thionyl chloride, and the reaction was conducted under reflux for 10 hours. After excess thionyl chloride was distilled off, 15 ml of pyridine and 90 ml of toluene were added. Two grams of optically active S-(+)-2-pentanol was added dropwise thereto. After the addition, the mixture was heated under reflux for 4 hours, left to cool and diluted with 500 ml of chloroform. The organic layer was washed with dilute hydrochloric acid, a 1N sodium hydr... The reactants are CN1CCC(CC1)=C1C=2N(C=CC3=C1C=C(C=C3)Br)C=CC2 (1-Methyl-4-[9-bromo-11H-pyrrolo[2,1-b] [3]benzazepin-11-ylidene]piperidine), C1=CC=CC=C1 (benzene), [C-]#N.[Na+] (sodium cyanide), cuprous cyanide, CN(C=O)C (dimethylformamide), C1=CC=CC=C1 (benzene). The solvent is O (water). Reaction conditions: time 1 hour. Yields the product CN1CCC(CC1)=C1C=2N(C=CC3=C1C=C(C=C3)C#N)C=CC2 (1-methyl-4-[9-cyano-11H-pyrrolo[2,1-b] [3]benzazepin-11-ylidene]piperidine). Reaction SMILES: [CH3:1][N:2]1[CH2:7][CH2:6][C:5](=[C:8]2[C:14]3[CH:15]=[C:16](Br)[CH:17]=[CH:18][C:13]=3[CH:12]=[CH:11][N:10]3[CH:20]=[CH:21][CH:22]=[C:9]23)[CH2:4][CH2:3]1.[CH3:23][N:24](C)C=O.C1C=CC=CC=1.[C-]#N.[Na+]>O>[CH3:1][N:2]1[CH2:7][CH2:6][C:5](=[C:8]2[C:14]3[CH:15]=[C:16]([C:23]#[N:24])[CH:17]=[CH:18][C:13]=3[CH:12]=[CH:11][N:10]3[CH:20]=[CH:21][CH:22]=[C:9]23)[CH2:4][CH2:3]1 |f:3.4|. Reported procedure: 1-Methyl-4-[9-bromo-11H-pyrrolo[2,1-b] [3]benzazepin-11-ylidene]piperidine (6.3 g., 0.017 mole) and cuprous cyanide (3.2 g., 0.035 mole) in 25 ml. of dry dimethylformamide are refluxed under nitrogen for five hours. The mixture is cooled to an internal temperature of 50° and treated with 60 ml. each of benzene and aqueous saturated sodium cyanide solution. After stirring one hour the contents are transferred to a separatory funnel with the aid of additional benzene and water. The aqueous phase i... Product: ClC=1SC=CC1C1=CC=C(C(=O)O)C=C1 (4-(2-chloro-3-thienyl)-benzoic acid). The solvent is COCCOC (DME), COCCOC (DME). Conditions: temperature 75 celsius, time 5 minute. As a reaction SMILES: Br[C:2]1[S:3][C:4]([Cl:7])=[CH:5][CH:6]=1.OB(O)[C:10]1[CH:18]=[CH:17][C:13]([C:14]([OH:16])=[O:15])=[CH:12][CH:11]=1.C([O-])([O-])=O.[Na+].[Na+]>COCCOC.C1C=CC([P]([Pd]([P](C2C=CC=CC=2)(C2C=CC=CC=2)C2C=CC=CC=2)([P](C2C=CC=CC=2)(C2C=CC=CC=2)C2C=CC=CC=2)[P](C2C=CC=CC=2)(C2C=CC=CC=2)C2C=CC=CC=2)(C2C=CC=CC=2)C2C=CC=CC=2)=CC=1>[Cl:7][C:4]1[S:3][CH:2]=[CH:6][C:5]=1[C:10]1[CH:18]=[CH:17][C:13]([C:14]([OH:16])=[O:15])=[CH:12][CH:11]=1 |f:2.3.4,^1:35,37,56,75|. Reported procedure: Solid Pd(PPh3)4 (11.0 mg, 0.01 mmol) was treated with a room temperature solution of 2-bromo-5-chlorothiophene (143 mg, 0.72 mmol) in DME (4 mL), stirred for 5 minutes, treated with a solution of 4-(dihydroxyboryl)benzoic acid (100 mg, 0.60 mmol) in DME (2 mL), and stirred for 5 minutes. The mixture was treated with 2M Na2CO3 (1.5 mL, 3.0 mmol), heated to 75° C., stirred for 18 hours, cooled to room temperature, filtered, triturated with water (3 mL), and concentrated. The concentrate was treate... Reagents/catalysts: C=1C=CC(=CC1)[P](C=2C=CC=CC2)(C=3C=CC=CC3)[Pd]([P](C=4C=CC=CC4)(C=5C=CC=CC5)C=6C=CC=CC6)([P](C=7C=CC=CC7)(C=8C=CC=CC8)C=9C=CC=CC9)[P](C=1C=CC=CC1)(C=1C=CC=CC1)C=1C=CC=CC1 (Pd(PPh3)4). Reactants: OB(C1=CC=C(C(=O)O)C=C1)O (4-(dihydroxyboryl)benzoic acid), BrC=1SC(=CC1)Cl (2-bromo-5-chlorothiophene), C(=O)([O-])[O-].[Na+].[Na+] (Na2CO3). The reactants are BrCCC1CCOC1, O=C([O-])[O-], CCCCNc1nc(N)c2nc(OC)[nH]c2n1, O=C(O)C(F)(F)F, [K+], [K+], CN(C)C=O. Product: CCCCNc1nc(N)c2nc(OC)n(CCC3CCOC3)c2n1. Reaction SMILES: [Br:31][CH2:32][CH2:33][CH:34]1[CH2:35][O:36][CH2:37][CH2:38]1.[C:25](=[O:26])([O-:27])[O-:28].[CH2:8]([CH2:9][CH2:10][CH3:11])[NH:12][c:13]1[n:14][c:15]([NH2:24])[c:16]2[n:17][c:18]([O:22][CH3:23])[nH:19][c:20]2[n:21]1.[F:1][C:2]([F:3])([F:4])[C:5]([OH:6])=[O:7].[K+:29].[K+:30].[O:39]=[CH:40][N:41]([CH3:42])[CH3:43]>>[CH2:8]([CH2:9][CH2:10][CH3:11])[NH:12][c:13]1[n:14][c:15]([NH2:24])[c:16]2[n:17][c:18]([O:22][CH3:23])[n:19]([CH2:32][CH2:33][CH:34]3[CH2:35][O:36][CH2:37][CH2:38]3)[c:20]2[n:21]1. Starting materials: CCOC(C)=O, CC(C)(C)OC(=O)N1CCCC(C(OCCOS(C)(=O)=O)c2cccc(F)c2F)C1, [N-]=[N+]=[N-], [Na+], CN(C)C=O. Product: CC(C)(C)OC(=O)N1CCCC(C(OCCN=[N+]=[N-])c2cccc(F)c2F)C1. RXN SMILES: [CH3:40][CH2:41][O:42][C:43](=[O:44])[CH3:45].[F:1][c:2]1[c:3]([CH:9]([CH:10]2[CH2:11][N:12]([C:16](=[O:17])[O:18][C:19]([CH3:20])([CH3:21])[CH3:22])[CH2:13][CH2:14][CH2:15]2)[O:23][CH2:24][CH2:25][O:26][S:27]([CH3:28])(=[O:29])=[O:30])[cH:4][cH:5][cH:6][c:7]1[F:8].[N-:31]=[N+:32]=[N-:33].[Na+:34].[O:35]=[CH:36][N:37]([CH3:38])[CH3:39]>>[F:1][c:2]1[c:3]([CH:9]([CH:10]2[CH2:11][N:12]([C:16](=[O:17])[O:18][C:19]([CH3:20])([CH3:21])[CH3:22])[CH2:13][CH2:14][CH2:15]2)[O:23][CH2:24][CH2:25][N:31]=[N+:32]=[N-:33])[cH:4][cH:5][cH:6][c:7]1[F:8]. Starting materials: COc2ccc(/C=C/c1ccccc1)cc2 (substrate), C[Mg]Br (effective_coupling_partner). The reagents and catalysts are PCy3. Conditions: temperature 110 celsius, time 20 minute. The product is Cc2ccc(/C=C/c1ccccc1)cc2.